Dataset: the Open Reaction Database (ORD), a public repository of structured organic reaction records. Task: describe an organic reaction: reactants, conditions, products, and yield Reactants: C(C)(C)(C)OC(=O)N[C@H](C(=O)OCC1=CC=CC=C1)CCC[C@@H]([C@@H](CCC(C)C)[C@H](C)O)OCCC ((2S,6S,7S)-benzyl 2-((tert-butoxycarbonyl)amino)-7-((S)-1-hydroxyethyl)-10-methyl-6-propoxyundecanoate). The reagents and catalysts are [Pd] (Pd/C). The solvent is C1CCOC1 (THF). The product is C(C)(C)(C)OC(=O)N[C@H](C(=O)O)CCC[C@@H]([C@@H](CCC(C)C)[C@H](C)O)OCCC ((2S,6S,7S)-2-((tert-butoxycarbonyl)amino)-7-((S)-1-hydroxyethyl)-10-methyl-6-propoxyundecanoic acid). Yield: 98.1%. As a reaction SMILES: [C:1]([O:5][C:6]([NH:8][C@@H:9]([CH2:20][CH2:21][CH2:22][C@H:23]([O:33][CH2:34][CH2:35][CH3:36])[C@H:24]([C@@H:30]([OH:32])[CH3:31])[CH2:25][CH2:26][CH:27]([CH3:29])[CH3:28])[C:10]([O:12]CC1C=CC=CC=1)=[O:11])=[O:7])([CH3:4])([CH3:3])[CH3:2]>C1COCC1.[Pd]>[C:1]([O:5][C:6]([NH:8][C@@H:9]([CH2:20][CH2:21][CH2:22][C@H:23]([O:33][CH2:34][CH2:35][CH3:36])[C@H:24]([C@@H:30]([OH:32])[CH3:31])[CH2:25][CH2:26][CH:27]([CH3:29])[CH3:28])[C:10]([OH:12])=[O:11])=[O:7])([CH3:2])([CH3:3])[CH3:4]. Procedure: A solution of (2S,6S,7S)-benzyl 2-((tert-butoxycarbonyl)amino)-7-((S)-1-hydroxyethyl)-10-methyl-6-propoxyundecanoate (815 mg, 1.61 mmol) and 10% Pd/C (85 mg, 0.803 mmol) in THF (5.35 mL) was stirred under a hydrogen atmosphere (balloon pressure) at room temperature for 4 h. The hydrogen was removed using a stream of N2 and the reaction was filtered through a plug of Celite®. The plug was washed with DCM (2×5 mL) and the combined filtrate and washes were concentrated to dryness under reduced pres... Reactants: O=C1Cc2cc(Br)cnc2N1, Cc1c(C=O)[nH]c2c1C(=O)N(CCN1CCCCC1)CC2. Yields the product Cc1c(C=C2C(=O)Nc3ncc(Br)cc32)[nH]c2c1C(=O)N(CCN1CCCCC1)CC2. As a reaction SMILES: [Br:22][c:23]1[cH:24][c:25]2[c:26]([n:27][cH:28]1)[NH:29][C:30](=[O:32])[CH2:31]2.[CH3:1][c:2]1[c:3]([CH:20]=[O:21])[nH:4][c:5]2[c:6]1[C:7](=[O:19])[N:8]([CH2:11][CH2:12][N:13]1[CH2:14][CH2:15][CH2:16][CH2:17][CH2:18]1)[CH2:9][CH2:10]2>>[CH3:1][c:2]1[c:3]([CH:20]=[C:31]2[c:25]3[cH:24][c:23]([Br:22])[cH:28][n:27][c:26]3[NH:29][C:30]2=[O:32])[nH:4][c:5]2[c:6]1[C:7](=[O:19])[N:8]([CH2:11][CH2:12][N:13]1[CH2:14][CH2:15][CH2:16][CH2:17][CH2:18]1)[CH2:9][CH2:10]2. Reactants: C(CC)C1=C(C=2N(C(=N1)C)C(N(N2)CC(=O)OCC)=O)CC2=CC=C(C=C2)NC(=O)C2=C(C=CC=C2)S(=O)(=O)O (2- {[4 - {[7 -n-propyl-5-methyl- 3-oxo-2-(ethoxycarbonylmethyl)-2,3-dihydro-1,2,4-triazolo[4,3-c]-pyrimidin- 8-Yl]methyl}phenyl]aminocarbonyl}benzenesulphonic acid), Cl (hydrochloric acid). Solvent: O (water), [OH-].[Na+] (sodium hydroxide). Conditions: temperature 60 celsius. Yields the product C(CC)C1=C(C=2N(C(=N1)C)C(N(N2)CC(=O)O)=O)CC2=CC=C(C=C2)NC(=O)C2=C(C=CC=C2)S(=O)(=O)O (2-{[4-{[7-n-propyl-5-methyl-3-oxo-2-(carboxymethyl)-2,3-dihydro-1,2,4-triazolo[4,3-c]pyrimidin-8-yl]methyl}phenyl]-aminocarbonyl}benzenesulphonic acid). Isolated yield 84.2%. RXN SMILES: [CH2:1]([C:4]1[N:9]=[C:8]([CH3:10])[N:7]2[C:11](=[O:20])[N:12]([CH2:14][C:15]([O:17]CC)=[O:16])[N:13]=[C:6]2[C:5]=1[CH2:21][C:22]1[CH:27]=[CH:26][C:25]([NH:28][C:29]([C:31]2[CH:36]=[CH:35][CH:34]=[CH:33][C:32]=2[S:37]([OH:40])(=[O:39])=[O:38])=[O:30])=[CH:24][CH:23]=1)[CH2:2][CH3:3].Cl>O.[OH-].[Na+]>[CH2:1]([C:4]1[N:9]=[C:8]([CH3:10])[N:7]2[C:11](=[O:20])[N:12]([CH2:14][C:15]([OH:17])=[O:16])[N:13]=[C:6]2[C:5]=1[CH2:21][C:22]1[CH:27]=[CH:26][C:25]([NH:28][C:29]([C:31]2[CH:36]=[CH:35][CH:34]=[CH:33][C:32]=2[S:37]([OH:40])(=[O:38])=[O:39])=[O:30])=[CH:24][CH:23]=1)[CH2:2][CH3:3] |f:3.4|. Procedure details: 2.5 g of 2- {[4 - {[7 -n-propyl-5-methyl- 3-oxo-2-(ethoxycarbonylmethyl)-2,3-dihydro-1,2,4-triazolo[4,3-c]-pyrimidin- 8-Yl]methyl}phenyl]aminocarbonyl}benzenesulphonic acid, prepared in Example 34, are dissolved in 30 ml of water containing 1 g of sodium hydroxide. The mixture is heated to 60° C. for 2 hours, cooled and acidified with hydrochloric acid to give 2 g of 2-{[4-{[7-n-propyl-5-methyl-3-oxo-2-(carboxymethyl)-2,3-dihydro-1,2,4-triazolo[4,3-c]pyrimidin-8-yl]methyl}phenyl]-aminocarbonyl}b... Reactants: CC1=C(C(=CC=C1C)C)O (2,3,6-trimethylphenol), OO (hydrogen peroxide), iron 5,14-dihydrodibenzo[b,i][5,9,14,18]tetraaza[14]annulene, C(CN(CC(=O)[O-])CC(=O)[O-])N(CCN(CC(=O)[O-])CC(=O)[O-])CC(=O)[O-].[Na+].[Na+].[Na+].[Na+].[Na+] (pentasodiumdiethylenetriaminepentaacetate), S(O)(O)(=O)=O (sulfuric acid). The solvent is C(C)(=O)O (acetic acid), C(C)(=O)O (acetic acid). Product: CC=1C(C=C(C(C1C)=O)C)=O (2,3,5-trimethyl-p-benzoquinone). Yield: 84.0%. Reaction SMILES: [CH3:1][C:2]1[C:7]([CH3:8])=[CH:6][CH:5]=[C:4]([CH3:9])[C:3]=1[OH:10].OO.C(N(CC([O-])=O)CCN(CC([O-])=O)CC([O-])=O)CN(CC([O-])=O)CC([O-])=[O:18].[Na+].[Na+].[Na+].[Na+].[Na+].S(=O)(=O)(O)O>C(O)(=O)C>[CH3:8][C:7]1[C:6](=[O:18])[CH:5]=[C:4]([CH3:9])[C:3](=[O:10])[C:2]=1[CH3:1] |f:2.3.4.5.6.7|. Procedure: A solution of 13.6 g (100 mmol) of 2,3,6-trimethylphenol in 40 ml of acetic acid and 62.3 g (550 mmol) of 30% by weight aqueous hydrogen peroxide were simultaneously added dropwise to a stirred solution of 0.68 g (2.0 mmol) of iron 5,14-dihydrodibenzo[b,i][5,9,14,18]tetraaza[14]annulene, 2.52 g (2.0 mmol) of a 40% by weight aqueous solution of a pentasodiumdiethylenetriaminepentaacetate and 0.5 ml of concentrated sulfuric acid in 50 ml of acetic acid at 40° C. with cooling. The reaction mixture ...